The task is: describe an organic reaction: reactants, conditions, products, and yield. This data is from the Open Reaction Database (ORD), a public repository of structured organic reaction records. Procedure: Step 1): In a similar manner to that of Preparation 1, but replacing isonipecotamide and 1-diphenylmethylpiperidine-4-carboxamide with ethyl isonipecotate and ethyl 1-diphenylmethyl-4-piperidinecarboxylate respectively, 1-diphenylmethyl-4-hydroxymethylpiperidine was prepared. Reaction SMILES: [C:1]1([CH:7]([C:17]2[CH:22]=[CH:21][CH:20]=[CH:19][CH:18]=2)[N:8]2[CH2:13][CH2:12][CH:11]([C:14](N)=[O:15])[CH2:10][CH2:9]2)[CH:6]=[CH:5][CH:4]=[CH:3][CH:2]=1.N1CCC(C(OCC)=O)CC1.C1(C(C2C=CC=CC=2)N2CCC(C(OCC)=O)CC2)C=CC=CC=1>>[C:1]1([CH:7]([C:17]2[CH:22]=[CH:21][CH:20]=[CH:19][CH:18]=2)[N:8]2[CH2:13][CH2:12][CH:11]([CH2:14][OH:15])[CH2:10][CH2:9]2)[CH:2]=[CH:3][CH:4]=[CH:5][CH:6]=1. The product is C1(=CC=CC=C1)C(N1CCC(CC1)CO)C1=CC=CC=C1 (1-diphenylmethyl-4-hydroxymethylpiperidine). The reactants are C1(=CC=CC=C1)C(N1CCC(CC1)C(=O)N)C1=CC=CC=C1 (1-diphenylmethylpiperidine-4-carboxamide), N1CCC(C(=O)OCC)CC1 (ethyl isonipecotate), C1(=CC=CC=C1)C(N1CCC(CC1)C(=O)OCC)C1=CC=CC=C1 (ethyl 1-diphenylmethyl-4-piperidinecarboxylate). Starting materials: FC(C(=O)O)(F)F (Trifluoroacetic acid), C(C)OC=1C=CC(=C(C1)C1=NC(=NC(=C1)C)C#CC[C@@]1(C(N(CC1)C)=O)NC(OC(C)(C)C)=O)F (tert-butyl N-[(3R)-3-[3-[4-(5-ethoxy-2-fluoro-phenyl)-6-methyl-pyrimidin-2-yl]prop-2-ynyl]-1-methyl-2-oxo-pyrrolidin-3-yl]carbamate), C(=O)([O-])[O-].[K+].[K+] (K2CO3). Run in C(Cl)Cl (DCM). Conditions: time 1 hour. Product: N[C@]1(C(N(CC1)C)=O)CC#CC1=NC(=CC(=N1)C1=C(C=CC(=C1)OCC)F)C ((3R)-3-Amino-3-[3-[4-(5-ethoxy-2-fluoro-phenyl)-6-methyl-pyrimidin-2-yl]prop-2-ynyl]-1-methyl-pyrrolidin-2-one). Yield: 93.5%. Reaction SMILES: FC(F)(F)C(O)=O.[CH2:8]([O:10][C:11]1[CH:12]=[CH:13][C:14]([F:42])=[C:15]([C:17]2[CH:22]=[C:21]([CH3:23])[N:20]=[C:19]([C:24]#[C:25][CH2:26][C@@:27]3([NH:34]C(=O)OC(C)(C)C)[CH2:31][CH2:30][N:29]([CH3:32])[C:28]3=[O:33])[N:18]=2)[CH:16]=1)[CH3:9].C([O-])([O-])=O.[K+].[K+]>C(Cl)Cl>[NH2:34][C@:27]1([CH2:26][C:25]#[C:24][C:19]2[N:18]=[C:17]([C:15]3[CH:16]=[C:11]([O:10][CH2:8][CH3:9])[CH:12]=[CH:13][C:14]=3[F:42])[CH:22]=[C:21]([CH3:23])[N:20]=2)[CH2:31][CH2:30][N:29]([CH3:32])[C:28]1=[O:33] |f:2.3.4|. Procedure: Trifluoroacetic acid (3 mL, 40.39 mmol) was added to a solution of tert-butyl N-[(3R)-3-[3-[4-(5-ethoxy-2-fluoro-phenyl)-6-methyl-pyrimidin-2-yl]prop-2-ynyl]-1-methyl-2-oxo-pyrrolidin-3-yl]carbamate (which may be prepared as described in Description 18) (605 mg, 1.25 mmol) in DCM (15 mL) at 20° C. and the reaction was stirred for 1 hour. Solid K2CO3 was added to quench the TFA present (care: gas evolved) and the resultant solid was filtered off and washed five times with DCM. The solvent was eva... Reactants: Cl (hydrochloric acid), O1CCOCC1 (dioxane), C(C)C=1N=C(N(C1)CCN1CCCC1)C1CCN(CC1)C=1C2=C(N=CN1)NC(C[C@H]2C)=O ((R)-4-(4-(4-ethyl-1-(2-(pyrrolidin-1-yl)ethyl)-1H-imidazol-2-yl)piperidin-1-yl)-5-methyl-5,6-dihydropyrido[2,3-d]pyrimidin-7(8H)-one). Run in ClCCl (dichloromethane). Run at time 15 minute. The product is Cl.C(C)C=1N=C(N(C1)CCN1CCCC1)C1CCN(CC1)C=1C2=C(N=CN1)NC(C[C@H]2C)=O ((R)-4-(4-(4-Ethyl-1-(2-(pyrrolidin-1-yl)ethyl)-1H-imidazol-2-yl)piperidin-1-yl)-5-methyl-5,6-dihydropyrido[2,3-d]pyrimidin-7(8H)-one hydrochloride). The yield is 100.0%. As a reaction SMILES: [ClH:1].O1CCOCC1.[CH2:8]([C:10]1[N:11]=[C:12]([CH:22]2[CH2:27][CH2:26][N:25]([C:28]3[C:29]4[C@H:37]([CH3:38])[CH2:36][C:35](=[O:39])[NH:34][C:30]=4[N:31]=[CH:32][N:33]=3)[CH2:24][CH2:23]2)[N:13]([CH2:15][CH2:16][N:17]2[CH2:21][CH2:20][CH2:19][CH2:18]2)[CH:14]=1)[CH3:9]>ClCCl>[ClH:1].[CH2:8]([C:10]1[N:11]=[C:12]([CH:22]2[CH2:27][CH2:26][N:25]([C:28]3[C:29]4[C@H:37]([CH3:38])[CH2:36][C:35](=[O:39])[NH:34][C:30]=4[N:31]=[CH:32][N:33]=3)[CH2:24][CH2:23]2)[N:13]([CH2:15][CH2:16][N:17]2[CH2:18][CH2:19][CH2:20][CH2:21]2)[CH:14]=1)[CH3:9] |f:4.5|. Reported procedure: Add 4 M hydrochloric acid in dioxane (28.57 μL, 1.0 eq) to a solution of (R)-4-(4-(4-ethyl-1-(2-(pyrrolidin-1-yl)ethyl)-1H-imidazol-2-yl)piperidin-1-yl)-5-methyl-5,6-dihydropyrido[2,3-d]pyrimidin-7(8H)-one (50.00 mg, 0.11 mmol) in dichloromethane (1 mL) at room temperature and stir for 15 minutes. Concentrate in vacuo to give the title compound (54.00 mg, 100%). MS (ES) m/z=438 [M]+. Reactants: Cc1ccccc1, O=Cc1ccccc1, Nc1cc(Cl)cc(Cl)c1, O, Cc1ccc(S(=O)(=O)O)cc1. Product: Clc1cc(Cl)cc(N=Cc2ccccc2)c1. RXN SMILES: [CH3:30][c:31]1[cH:32][cH:33][cH:34][cH:35][cH:36]1.[CH:10](=[O:11])[c:12]1[cH:13][cH:14][cH:15][cH:16][cH:17]1.[NH2:1][c:2]1[cH:3][c:4]([Cl:5])[cH:6][c:7]([Cl:8])[cH:9]1.[OH2:18].[c:19]1([CH3:20])[cH:21][cH:22][c:23]([S:24]([OH:25])(=[O:26])=[O:27])[cH:28][cH:29]1>>[N:1]([c:2]1[cH:3][c:4]([Cl:5])[cH:6][c:7]([Cl:8])[cH:9]1)=[CH:10][c:12]1[cH:13][cH:14][cH:15][cH:16][cH:17]1. The reactants are CC(C)(C)OC(=O)C(C)(C)Sc1nc(CCN)cs1, CN1CCCC1=O, CCN(C(C)C)C(C)C, Clc1ccc(Cl)nn1, O. Product: CC(C)(C)OC(=O)C(C)(C)Sc1nc(CCNc2ccc(Cl)nn2)cs1. As a reaction SMILES: [C:1]([CH3:2])([CH3:3])([CH3:4])[O:5][C:6]([C:7]([CH3:8])([CH3:9])[S:10][c:11]1[s:12][cH:13][c:14]([CH2:16][CH2:17][NH2:18])[n:15]1)=[O:19].[CH3:38][N:39]1[CH2:40][CH2:41][CH2:42][C:43]1=[O:44].[CH:28]([N:29]([CH:30]([CH3:31])[CH3:32])[CH2:33][CH3:34])([CH3:35])[CH3:36].[Cl:20][c:21]1[n:22][n:23][c:24]([Cl:27])[cH:25][cH:26]1.[OH2:37]>>[C:1]([CH3:2])([CH3:3])([CH3:4])[O:5][C:6]([C:7]([CH3:8])([CH3:9])[S:10][c:11]1[s:12][cH:13][c:14]([CH2:16][CH2:17][NH:18][c:24]2[n:23][n:22][c:21]([Cl:20])[cH:26][cH:25]2)[n:15]1)=[O:19].